From a dataset of the Open Reaction Database (ORD), a public repository of structured organic reaction records. describe an organic reaction: reactants, conditions, products, and yield Starting materials: ClS(=O)(=O)C1=C(C(=O)OC)C=CC=C1OC (methyl 2-chlorosulfonyl-3-methoxybenzoate), N1=CC=CC=C1 (pyridine), CS(=O)C (dimethyl sulfoxide), N1=CC=CC=C1 (pyridine), ClCCl (dichloromethane), NC1=NN2C(C(=CC=C2Cl)OC)=N1 (2-amino-5-chloro-8-methoxy[1,2,4]triazolo[1,5-a]pyridine). Solvent: Cl (hydrochloric acid), C(C)#N (acetonitrile). The product is ClC1=C(C(=NC=C1)OC)S(=O)(=O)Cl (4-Chloro 2-methoxypyridine-3-sulfonyl chloride). Reaction SMILES: NC1N=[C:5]2[C:6](OC)=CC=C(Cl)[N:4]2N=1.[Cl:14][S:15]([C:18]1[C:27]([O:28][CH3:29])=CC=CC=1C(OC)=O)(=[O:17])=[O:16].N1C=CC=CC=1.CS(C)=O.Cl[CH2:41][Cl:42]>Cl.C(#N)C>[Cl:42][C:41]1[CH:6]=[CH:5][N:4]=[C:27]([O:28][CH3:29])[C:18]=1[S:15]([Cl:14])(=[O:16])=[O:17]. Procedure: A mixture of 0.90 g (4.5 mmol) of 2-amino-5-chloro-8-methoxy[1,2,4]triazolo[1,5-a]pyridine and 35 mL of dry acetonitrile was prepared and 2.39 g (9.06 mmol) of methyl 2-chlorosulfonyl-3-methoxybenzoate, 0.72 g (9.1 mmol) of dry pyridine, and 0.071 g (0.91 mmol) of dimethyl sulfoxide were added with stirring at ambient temperature keeping the system dry. After 16 hours another 0.35 g (4.5 mmol) of dry pyridine was added and after an additional 48 hours the volatile components of the mixture were ... Procedure details: To a solution of 3-(4-tert-Butyl-piperazin-1-ylmethyl)-phenyl boronic acid (Intermediate B11) (1.1 eq, 0.195 mmol, 54 mg) and 2M Na2CO3 (2.0 eq, 0.354 mmol, 0.18 ml) in DME (1 ml) is added (5″-Bromo-[2,2′;4′,3″]terpyridin-6′-yl)-cyclopentylamine (1 eq, 0.177 mmol, 70 mg) followed by [1,1′-Bis(diphenylphosphino)-ferrocene]dichloropalladium (II), complex with DCM (0.1 eq, 0.0177 mmol, 13 mg). The reaction mixture is heated using microwave radiation at 90° C. for 90 mins. The reaction mixture is di... The product is C(C)(C)(C)N1CCN(CC1)CC=1C=C(C=CC1)C=1C=C(C=NC1)C1=CC(=NC(=C1)NC1CCCC1)C1=NC=CC=C1 ({5″-[3-(4-tert-Butyl-piperazin-1-ylmethyl)-phenyl]-[2,2′;4′,3″]terpyridin-6′-yl}-cyclopentyl-amine). Reactants: C(C)(C)(C)N1CCN(CC1)CC=1C=C(C=CC1)B(O)O (3-(4-tert-Butyl-piperazin-1-ylmethyl)-phenyl boronic acid), C(=O)([O-])[O-].[Na+].[Na+] (Na2CO3), BrC=1C=C(C=NC1)C1=CC(=NC(=C1)NC1CCCC1)C1=NC=CC=C1 ((5″-Bromo-[2,2′;4′,3″]terpyridin-6′-yl)-cyclopentylamine). RXN SMILES: [C:1]([N:5]1[CH2:10][CH2:9][N:8]([CH2:11][C:12]2[CH:13]=[C:14](B(O)O)[CH:15]=[CH:16][CH:17]=2)[CH2:7][CH2:6]1)([CH3:4])([CH3:3])[CH3:2].C([O-])([O-])=O.[Na+].[Na+].Br[C:28]1[CH:29]=[C:30]([C:34]2[CH:39]=[C:38]([NH:40][CH:41]3[CH2:45][CH2:44][CH2:43][CH2:42]3)[N:37]=[C:36]([C:46]3[CH:51]=[CH:50][CH:49]=[CH:48][N:47]=3)[CH:35]=2)[CH:31]=[N:32][CH:33]=1>COCCOC.C(Cl)Cl.C1C=CC(P(C2C=CC=CC=2)[C-]2C=CC=C2)=CC=1.C1C=CC(P(C2C=CC=CC=2)[C-]2C=CC=C2)=CC=1.Cl[Pd]Cl.[Fe+2]>[C:1]([N:5]1[CH2:10][CH2:9][N:8]([CH2:11][C:12]2[CH:13]=[C:14]([C:28]3[CH:29]=[C:30]([C:34]4[CH:39]=[C:38]([NH:40][CH:41]5[CH2:45][CH2:44][CH2:43][CH2:42]5)[N:37]=[C:36]([C:46]5[CH:51]=[CH:50][CH:49]=[CH:48][N:47]=5)[CH:35]=4)[CH:31]=[N:32][CH:33]=3)[CH:15]=[CH:16][CH:17]=2)[CH2:7][CH2:6]1)([CH3:4])([CH3:3])[CH3:2] |f:1.2.3,7.8.9.10|. Run in C(Cl)Cl (DCM), C(Cl)Cl (DCM), COCCOC (DME). The reagents and catalysts are C1=CC=C(C=C1)P([C-]2C=CC=C2)C3=CC=CC=C3.C1=CC=C(C=C1)P([C-]2C=CC=C2)C3=CC=CC=C3.Cl[Pd]Cl.[Fe+2] ([1,1′-Bis(diphenylphosphino)-ferrocene]dichloropalladium (II)).